From a dataset of the Open Reaction Database (ORD), a public repository of structured organic reaction records. describe an organic reaction: reactants, conditions, products, and yield Reactants: ClC1=NC=2N(C(=C1)Cl)N=C(C2)C2=CC=CC=C2 (5,7-dichloro-2-phenyl-pyrazolo-[1,5-a]pyrimidine), S1CNCC1 (thiazolidine). Run in O1CCOCC1 (1,4-dioxane). Reaction conditions: time 1 hour. Product: ClC1=NC=2N(C(=C1)N1CSCC1)N=C(C2)C2=CC=CC=C2 (5-Chloro-2-phenyl-7-thiazolidin-3-yl-pyrazolo[1,5-a]pyrimidine). Yield: 78.0%. Reaction SMILES: [Cl:1][C:2]1[CH:7]=[C:6](Cl)[N:5]2[N:9]=[C:10]([C:12]3[CH:17]=[CH:16][CH:15]=[CH:14][CH:13]=3)[CH:11]=[C:4]2[N:3]=1.[S:18]1[CH2:22][CH2:21][NH:20][CH2:19]1>O1CCOCC1>[Cl:1][C:2]1[CH:7]=[C:6]([N:20]2[CH2:21][CH2:22][S:18][CH2:19]2)[N:5]2[N:9]=[C:10]([C:12]3[CH:17]=[CH:16][CH:15]=[CH:14][CH:13]=3)[CH:11]=[C:4]2[N:3]=1. Procedure details: There was dissolved, in 1,4-dioxane (2 mL), 5,7-dichloro-2-phenyl-pyrazolo-[1,5-a]pyrimidine (51.4 mg, 0.195 mM), then thiazolidine (30.7 μL, 0.390 mM) was added to the solution and then the mixture was stirred at room temperature for one hour. The solvent was distilled off from this reaction mixture, the resulting residue was diluted with water and then extracted with ethyl acetate. The resulting extracts were combined, dried over anhydrous sodium sulfate, the solvent was distilled off and the ... The reactants are CCOC(=O)CBr, O=C([O-])[O-], O=c1c2ccccc2oc2c(Cl)c(O)ccc12, [K+], [K+], CN(C)C=O, O. Product: CCOC(=O)COc1ccc2c(=O)c3ccccc3oc2c1Cl. RXN SMILES: [Br:24][CH2:25][C:26](=[O:27])[O:28][CH2:29][CH3:30].[C:18](=[O:19])([O-:20])[O-:21].[Cl:1][c:2]1[c:3]([OH:17])[cH:4][cH:5][c:6]2[c:7](=[O:16])[c:8]3[cH:9][cH:10][cH:11][cH:12][c:13]3[o:14][c:15]12.[K+:22].[K+:23].[O:31]=[CH:32][N:33]([CH3:34])[CH3:35].[OH2:36]>>[Cl:1][c:2]1[c:3]([O:17][CH2:25][C:26](=[O:27])[O:28][CH2:29][CH3:30])[cH:4][cH:5][c:6]2[c:7](=[O:16])[c:8]3[cH:9][cH:10][cH:11][cH:12][c:13]3[o:14][c:15]12. Reactants: C1(CCCCC1)PC1CCCCC1 (dicyclohexylphosphane), ClC(C(Cl)(Cl)Cl)(Cl)Cl (hexachloroethane), Cl (HCl). Run at temperature 100 celsius, time 3 hour. The product is C1(CCCCC1)P(Cl)C1CCCCC1 (dicyclohexylchlorophosphane). Isolated yield 58.9%. Reaction SMILES: [CH:1]1([PH:7][CH:8]2[CH2:13][CH2:12][CH2:11][CH2:10][CH2:9]2)[CH2:6][CH2:5][CH2:4][CH2:3][CH2:2]1.[Cl:14]C(Cl)(Cl)C(Cl)(Cl)Cl.Cl>>[CH:8]1([P:7]([CH:1]2[CH2:2][CH2:3][CH2:4][CH2:5][CH2:6]2)[Cl:14])[CH2:9][CH2:10][CH2:11][CH2:12][CH2:13]1. Procedure details: 19.8 g (0.1 mol) dicyclohexylphosphane was added dropwise at room temperature to 26.1 g (0.11 mol) hexachloroethane. After the exothermal reaction which took place with evolution of HCl was terminated, the reaction mixture was stirred for 3 hours at 100° C. The yields (31 -P-NMR) were as follows: δ P=125.2 ((C6H11)2PCl, 94 wgt %); δ P=194.4 (C6H11PCl2, 2 wgt %); δ P=76.7 ((C6H11)2P(O)Cl, 4 wgt %). The crude product was distilled and 13.7 g (59 wgt %) dicyclohexylchlorophosphane (bp.: 136°-138° C...